This data is from the Open Reaction Database (ORD), a public repository of structured organic reaction records. The task is: describe an organic reaction: reactants, conditions, products, and yield Reactants: Cc1c(Cl)cccc1Cn1c(CBr)nc(=O)c2sc(N3CCOCC3)nc21, C1CCNC1, CCOC(C)=O, ClCCl, C1CCOC1. Yields the product Cc1c(Cl)cccc1Cn1c(CN2CCCC2)nc(=O)c2sc(N3CCOCC3)nc21. As a reaction SMILES: [Br:1][CH2:2][c:3]1[n:4][c:5](=[O:27])[c:6]2[c:7]([n:8]1[CH2:9][c:10]1[c:11]([CH3:17])[c:12]([Cl:16])[cH:13][cH:14][cH:15]1)[n:18][c:19]([N:21]1[CH2:22][CH2:23][O:24][CH2:25][CH2:26]1)[s:20]2.[CH2:28]1[CH2:29][CH2:30][NH:31][CH2:32]1.[CH3:33][CH2:34][O:35][C:36](=[O:37])[CH3:38].[Cl:44][CH2:45][Cl:46].[O:39]1[CH2:40][CH2:41][CH2:42][CH2:43]1>>[CH2:2]([c:3]1[n:4][c:5](=[O:27])[c:6]2[c:7]([n:8]1[CH2:9][c:10]1[c:11]([CH3:17])[c:12]([Cl:16])[cH:13][cH:14][cH:15]1)[n:18][c:19]([N:21]1[CH2:22][CH2:23][O:24][CH2:25][CH2:26]1)[s:20]2)[N:31]1[CH2:30][CH2:29][CH2:28][CH2:32]1. The reactants are O=O (O2), dichloro-bis-(1,5-cyclooctadiene)dirhodium, C(C)(C)(C)C1=CC=C(C=C1)/C=C(/CO)\C ((E)-3-(p-tert.butylphenyl)-2-methyl-2-propen1-ol). Reagents/catalysts: catalyst. Run in C1(=CC=CC=C1)C (toluene), C1(=CC=CC=C1)C (toluene). Yields the product C(C)(C)(C)C1=CC=C(C=C1)C[C@@H](CO)C ((S) -3-(p-tert.butylphenyl)-2-methyl-1-propanol). Isolated yield 99.0%. RXN SMILES: O=O.[C:3]([C:7]1[CH:12]=[CH:11][C:10](/[CH:13]=[C:14](\[CH3:17])/[CH2:15][OH:16])=[CH:9][CH:8]=1)([CH3:6])([CH3:5])[CH3:4]>C1(C)C=CC=CC=1>[C:3]([C:7]1[CH:8]=[CH:9][C:10]([CH2:13][C@H:14]([CH3:17])[CH2:15][OH:16])=[CH:11][CH:12]=1)([CH3:6])([CH3:4])[CH3:5]. Procedure: A catalyst solution was prepared in a 50 ml of measuring flask in a glove box (O2 content <1 ppm) by dissolving 9.7 mg (0.02 mmol) of dichloro-bis-(1,5-cyclooctadiene)dirhodium and 21.9 mg (0.04 mMol) (R)-HOBIPHEP in 50 ml of toluene. 5 ml of this catalyst solution were added to a solution of 16.1 g (78.85 mmol) of (E)-3-(p-tert.butylphenyl)-2-methyl-2-propen1-ol [(E)-dehydroliliol] in 145 ml of toluene in a 500 ml autoclave. The hydrogenation was carried out at 100° , a constant pressure of 60 ...